From a dataset of the Open Reaction Database (ORD), a public repository of structured organic reaction records. describe an organic reaction: reactants, conditions, products, and yield Starting materials: C(C=C)OC1=C(C=C(C=C1)O)N1C(C2=CC=CC=C2C1=O)=O (2-[2-(allyloxy)-5-hydroxyphenyl]-1H-isoindole-1,3(2 H)-dione), BrCCOC1OCCCC1 (2-(2-bromoethoxy)tetrahydro-2H-pyran), C(=O)([O-])[O-].[K+].[K+] (K2CO3). The solvent is CC(=O)C (acetone). Yields the product C(C=C)OC1=C(C=C(C=C1)OCCOC1OCCCC1)N1C(C2=CC=CC=C2C1=O)=O (2-{2-(allyloxy)-5-[2-(tetrahydro-2H-pyran-2-yloxy)ethoxy]phenyl}-1H-isoindole-1,3(2 H)-dione). Reaction SMILES: [CH2:1]([O:4][C:5]1[CH:10]=[CH:9][C:8]([OH:11])=[CH:7][C:6]=1[N:12]1[C:20](=[O:21])[C:19]2[C:14](=[CH:15][CH:16]=[CH:17][CH:18]=2)[C:13]1=[O:22])[CH:2]=[CH2:3].Br[CH2:24][CH2:25][O:26][CH:27]1[CH2:32][CH2:31][CH2:30][CH2:29][O:28]1.C([O-])([O-])=O.[K+].[K+]>CC(C)=O>[CH2:1]([O:4][C:5]1[CH:10]=[CH:9][C:8]([O:11][CH2:24][CH2:25][O:26][CH:27]2[CH2:32][CH2:31][CH2:30][CH2:29][O:28]2)=[CH:7][C:6]=1[N:12]1[C:13](=[O:22])[C:14]2[C:19](=[CH:18][CH:17]=[CH:16][CH:15]=2)[C:20]1=[O:21])[CH:2]=[CH2:3] |f:2.3.4|. Procedure: A mixture of Example 84A (0.69 g, 2.34 mmol), 2-(2-bromoethoxy)tetrahydro-2H-pyran (1.41 mL, 9.34 mmol) and K2CO3 (1.61 g, 11.68 mmol) in acetone (20 mL) was refluxed overnight and cooled. The solution was filtered, dried with silica gel powder (10 g). 20% Ethyl acetate in hexanes (1 L) and 30% ethyl acetate in hexanes (1 L) were used to run flash chromatography. The title compound was obtained (265.3 mg, 27%). MS (APCI) m/z 424 (M+H)+. Starting materials: FC(C1=CC=C2C=CNC2=C1)(F)F (6-trifluoromethylindole), C1(CC1)CBr (cyclopropyl-methylbromide), C(C)OC(CSC1=CN=C(S1)N)=O ((2-amino-thiazole-5-ylsulfanyl)-acetic acid ethyl ester). Product: N1C=CC2=CC=CC=C12 (Indole). RXN SMILES: FC(F)(F)[C:3]1[CH:11]=[C:10]2[C:6]([CH:7]=[CH:8][NH:9]2)=[CH:5][CH:4]=1.C1(CBr)CC1.C(OC(=O)CSC1SC(N)=NC=1)C>>[NH:9]1[C:10]2[C:6](=[CH:5][CH:4]=[CH:3][CH:11]=2)[CH:7]=[CH:8]1. Procedure: 6-trifluoromethylindole, R5X=cyclopropyl-methylbromide; NH2A=(2-amino-thiazole-5-ylsulfanyl)-acetic acid ethyl ester The reactants are [N+](=O)([O-])C=1C=C(C=CC1[N+](=O)[O-])NC(C1=CC=C(C=C1)N1CCN(CC1)C)=O (N-(3,4-dinitrophenyl)-4-(4-methylpiperazinyl)benzamide), O1CCN(CC1)C1=CC=C(C=C1)NC(=O)C1=CC=C(C=O)C=C1 (4-(4-morpholinophenyl)aminocarbonylbenzaldehyde). Product: CN1CCN(CC1)C1=CC=C(C(=O)NC2=CC3=C(NC(=N3)C3=CC=C(C=C3)C(NC3=CC=C(C=C3)N3CCOCC3)=O)C=C2)C=C1 (4-(4-methylpiperazin-1-yl)-N-(2-(4-((4-morpholinophenyl)carbamoyl)phenyl)-1H-benzo[d]imidazol-5-yl)benzamide). As a reaction SMILES: [N+:1]([C:4]1[CH:5]=[C:6]([NH:13][C:14](=[O:28])[C:15]2[CH:20]=[CH:19][C:18]([N:21]3[CH2:26][CH2:25][N:24]([CH3:27])[CH2:23][CH2:22]3)=[CH:17][CH:16]=2)[CH:7]=[CH:8][C:9]=1[N+:10]([O-])=O)([O-])=O.[O:29]1[CH2:34][CH2:33][N:32]([C:35]2[CH:40]=[CH:39][C:38]([NH:41][C:42]([C:44]3[CH:51]=[CH:50][C:47]([CH:48]=O)=[CH:46][CH:45]=3)=[O:43])=[CH:37][CH:36]=2)[CH2:31][CH2:30]1>>[CH3:27][N:24]1[CH2:25][CH2:26][N:21]([C:18]2[CH:19]=[CH:20][C:15]([C:14]([NH:13][C:6]3[CH:7]=[CH:8][C:9]4[NH:10][C:48]([C:47]5[CH:50]=[CH:51][C:44]([C:42](=[O:43])[NH:41][C:38]6[CH:39]=[CH:40][C:35]([N:32]7[CH2:31][CH2:30][O:29][CH2:34][CH2:33]7)=[CH:36][CH:37]=6)=[CH:45][CH:46]=5)=[N:1][C:4]=4[CH:5]=3)=[O:28])=[CH:16][CH:17]=2)[CH2:22][CH2:23]1. Procedure details: Compound 249 was prepared according to the procedure similar to that described in Scheme III from N-(3,4-dinitrophenyl)-4-(4-methylpiperazinyl)benzamide and 4-(4-morpholinophenyl)aminocarbonylbenzaldehyde. [M+H]+ calcd for C36H37N7O3: 616.30; found: 616.09. Reactants: [BH-](OC(=O)C)(OC(=O)C)OC(=O)C.[Na+] (NaBH(OAc)3), C(=O)C1=C(C(=CC=C1)C(F)(F)F)C=1C=CC(=NC1)C(=O)NCCC(=O)OCC (ethyl 3-(5-(2-formyl-6-(trifluoromethyl)phenyl)picolinamido)propanoate), ClC1=CC=C(C=C1)C1=CC=C(C=C1)N (4′-chloro-[1,1′-biphenyl]-4-amine), C(=O)([O-])[O-].[K+].[K+] (K2CO3). Solvent: CC(=O)O (AcOH), C(Cl)Cl (DCM). Reaction conditions: temperature 40 celsius. The product is ClC1=CC=C(C=C1)C1=CC=C(C=C1)NCC1=C(C(=CC=C1)C(F)(F)F)C=1C=CC(=NC1)C(=O)NCCC(=O)OCC (ethyl 3-(5-(2-(((4′-chloro-[1,1′-biphenyl]-4-yl)amino)methyl)-6-(trifluoromethyl)phenyl)picolinamido)propanoate). As a reaction SMILES: [BH-](OC(C)=O)(OC(C)=O)OC(C)=O.[Na+].[CH:15]([C:17]1[CH:22]=[CH:21][CH:20]=[C:19]([C:23]([F:26])([F:25])[F:24])[C:18]=1[C:27]1[CH:28]=[CH:29][C:30]([C:33]([NH:35][CH2:36][CH2:37][C:38]([O:40][CH2:41][CH3:42])=[O:39])=[O:34])=[N:31][CH:32]=1)=O.[Cl:43][C:44]1[CH:49]=[CH:48][C:47]([C:50]2[CH:55]=[CH:54][C:53]([NH2:56])=[CH:52][CH:51]=2)=[CH:46][CH:45]=1.C([O-])([O-])=O.[K+].[K+]>CC(O)=O.C(Cl)Cl>[Cl:43][C:44]1[CH:45]=[CH:46][C:47]([C:50]2[CH:55]=[CH:54][C:53]([NH:56][CH2:15][C:17]3[CH:22]=[CH:21][CH:20]=[C:19]([C:23]([F:26])([F:25])[F:24])[C:18]=3[C:27]3[CH:28]=[CH:29][C:30]([C:33]([NH:35][CH2:36][CH2:37][C:38]([O:40][CH2:41][CH3:42])=[O:39])=[O:34])=[N:31][CH:32]=3)=[CH:52][CH:51]=2)=[CH:48][CH:49]=1 |f:0.1,4.5.6|. Reported procedure: Solid NaBH(OAc)3 (68 mg, 0.32 mmol) was added to a DCM solution (0.4 mL) of ethyl 3-(5-(2-formyl-6-(trifluoromethyl)phenyl)picolinamido)propanoate (50.8 mg, 0.13 mmol) and 4′-chloro-[1,1′-biphenyl]-4-amine (28.9 mg, 0.14 mmol), and AcOH (0.07 mL) and the resulting mixture was warmed to 40° C. After 45 min 5M aqueous K2CO3 was added and the resulting mixture was extracted with DCM. The combined organics were dried (Na2SO4), concentrated and purified via column chromatography to yield the title co... The reactants are BrCCCCCCCCCCOC(C=C)CC=C (3-(10-bromodecyloxy)-1,5-hexadiene), COC(=O)C=1C=CC(=CC1)O (methyl p-hydroxybenzoate), C([O-])([O-])=O.[K+].[K+] (potassium carbonate). Run in CC(CC)=O (2-butanone). Yields the product C=CC(CC=C)OCCCCCCCCCCOC1=CC=C(C(=O)OC)C=C1 (methyl 4-{10-(1,5-hexadien-3-yloxy)decyloxy}benzoate). The yield is 75.9%. Reaction SMILES: Br[CH2:2][CH2:3][CH2:4][CH2:5][CH2:6][CH2:7][CH2:8][CH2:9][CH2:10][CH2:11][O:12][CH:13]([CH2:16][CH:17]=[CH2:18])[CH:14]=[CH2:15].[CH3:19][O:20][C:21]([C:23]1[CH:24]=[CH:25][C:26]([OH:29])=[CH:27][CH:28]=1)=[O:22].C(=O)([O-])[O-].[K+].[K+]>CC(=O)CC>[CH2:15]=[CH:14][CH:13]([O:12][CH2:11][CH2:10][CH2:9][CH2:8][CH2:7][CH2:6][CH2:5][CH2:4][CH2:3][CH2:2][O:29][C:26]1[CH:27]=[CH:28][C:23]([C:21]([O:20][CH3:19])=[O:22])=[CH:24][CH:25]=1)[CH2:16][CH:17]=[CH2:18] |f:2.3.4|. Procedure: 10 g of the compound (1), 4.8 g of methyl p-hydroxybenzoate and 4.4 g of potassium carbonate were refluxed in 2-butanone for 12 hours. The insoluble matter generated was filtered off, and the solvent was evaporated. The residue was purified by column chromatography, to obtain 9.3 g of the objective compound (2). (Yield: 76%) The reactants are O=C([O-])[O-], Cl, Nc1cc(I)ccc1C(=O)O, [Na+], [Na+], O, O=S(=O)(Cl)c1cccc2nccnc12. Yields the product O=C(O)c1ccc(I)cc1NS(=O)(=O)c1cccc2nccnc12. Reaction SMILES: [C:26](=[O:27])([O-:28])[O-:29].[ClH:32].[NH2:1][c:2]1[c:3]([C:4](=[O:5])[OH:6])[cH:7][cH:8][c:9]([I:11])[cH:10]1.[Na+:30].[Na+:31].[OH2:33].[n:12]1[cH:13][cH:14][n:15][c:16]2[c:17]([S:22](=[O:23])(=[O:24])[Cl:25])[cH:18][cH:19][cH:20][c:21]12>>[NH:1]([c:2]1[c:3]([C:4](=[O:5])[OH:6])[cH:7][cH:8][c:9]([I:11])[cH:10]1)[S:22]([c:17]1[c:16]2[n:15][cH:14][cH:13][n:12][c:21]2[cH:20][cH:19][cH:18]1)(=[O:23])=[O:24]. Reactants: C(C)C=1C(=NC(=CN1)CC)N[C@H]1[C@H](CC2=CC=CC=C12)O ((1R,2S)-1-[(3,6-diethylpyrazin-2-yl)amino]-2,3-dihydro-1H-inden-2-ol), BrC1=NC(=C(N=C1C)C1=C(C=C(C=C1)Cl)Cl)C (2-bromo-5-(2,4-dichlorophenyl)-3,6-dimethylpyrazine), C1(=NC=CC2=CC=CC=C12)N (isoquinolin-1-amine). Yields the product ClC1=C(C=CC(=C1)Cl)C=1N=C(C(=NC1C)NC1=NC=CC2=CC=CC=C12)C (N-[5-(2,4-dichlorophenyl)-3,6-dimethylpyrazin-2-yl]isoquinolin-1-amine). RXN SMILES: C(C1C(N[C@@H]2C3C(=CC=CC=3)C[C@@H]2O)=NC(CC)=CN=1)C.Br[C:23]1[C:28]([CH3:29])=[N:27][C:26]([C:30]2[CH:35]=[CH:34][C:33]([Cl:36])=[CH:32][C:31]=2[Cl:37])=[C:25]([CH3:38])[N:24]=1.[C:39]1([NH2:49])[C:48]2[C:43](=[CH:44][CH:45]=[CH:46][CH:47]=2)[CH:42]=[CH:41][N:40]=1>>[Cl:37][C:31]1[CH:32]=[C:33]([Cl:36])[CH:34]=[CH:35][C:30]=1[C:26]1[N:27]=[C:28]([CH3:29])[C:23]([NH:49][C:39]2[C:48]3[C:43](=[CH:44][CH:45]=[CH:46][CH:47]=3)[CH:42]=[CH:41][N:40]=2)=[N:24][C:25]=1[CH3:38]. Procedure: Following the procedure for the preparation of (1R,2S)-1-[(3,6-diethylpyrazin-2-yl)amino]-2,3-dihydro-1H-inden-2-ol but substituting 2-bromo-5-(2,4-dichlorophenyl)-3,6-dimethylpyrazine and isoquinolin-1-amine, and making non-critical variations provided the title compound as a oil: 1H NMR (CDCl3) δ 2.36, 2.93, 6.75, 7.38, 7.53, 7.57, 8.96; HRMS (ESI+) calcd for C21H16Cl2N4 (M+H)+ 395.0830, found 395.0821. The reactants are ClC=1C=C(C=C(C1)Cl)C(/C=C/C=1C=CC(=C(C#N)C1)N1N=CN=C1)C(F)(F)F ((E)-5-(3-(3,5-dichlorophenyl)-4,4,4-trifluorobut-1-en-1-yl)-2-(1H-1,2,4-triazol-1-yl)benzonitrile), CC(=O)[O-].[Na+] (NaOAc), [Cl-].O[NH3+] (hydroxylammonium chloride). The solvent is C(C)O.O (ethanol water). Product: ClC=1C=C(C=C(C1)Cl)C(/C=C/C=1C=CC(=C(/C(/N)=N/O)C1)N1N=CN=C1)C(F)(F)F ((Z)-5-((E)-3-(3,5-Dichlorophenyl)-4,4,4-trifluorobut-1-en-1-yl)-N′-hydroxy-2-(1H-1,2,4-triazol-1-yl)benzimidamide). Reaction SMILES: [Cl:1][C:2]1[CH:3]=[C:4]([CH:9]([C:25]([F:28])([F:27])[F:26])/[CH:10]=[CH:11]/[C:12]2[CH:13]=[CH:14][C:15]([N:20]3[CH:24]=[N:23][CH:22]=[N:21]3)=[C:16]([CH:19]=2)[C:17]#[N:18])[CH:5]=[C:6]([Cl:8])[CH:7]=1.CC([O-])=O.[Na+].[Cl-].[OH:35][NH3+:36]>C(O)C.O>[Cl:1][C:2]1[CH:3]=[C:4]([CH:9]([C:25]([F:27])([F:26])[F:28])/[CH:10]=[CH:11]/[C:12]2[CH:13]=[CH:14][C:15]([N:20]3[CH:24]=[N:23][CH:22]=[N:21]3)=[C:16]([CH:19]=2)/[C:17](=[N:36]/[OH:35])/[NH2:18])[CH:5]=[C:6]([Cl:8])[CH:7]=1 |f:1.2,3.4,5.6|. Reported procedure: A solution of (E)-5-(3-(3,5-dichlorophenyl)-4,4,4-trifluorobut-1-en-1-yl)-2-(1H-1,2,4-triazol-1-yl)benzonitrile (0.3 g, 0.71 mmol), NaOAc (0.087 g, 1.065 mmol) and hydroxylammonium chloride (0.072 g, 1.065 mmol) in 9:1 ethanol/water mixture (10 mL) was stirred at 70° C. for 8 h. The reaction was cooled to ambient temperature, and the ethanol was evaporated. The residue was dissolved in water and extracted with EtOAc (2×). The combined organic layers were washed with brine, dried over Na2SO4 and ... Starting materials: FC1=C(C(=C(C(=C1OC(C1=C(C=CC=C1)NCC1=CC=NC=C1)=O)F)F)F)F (2-[(Pyridin-4-ylmethyl)-amino]-benzoic acid pentafluorophenyl ester), C(CCC)C1=NOC(C1)CON (O-(3-butyl-4,5-dihydro-isoxazol-5-ylmethyl)-hydroxylamine). The product is C(CCC)C1=NOC(C1)CONC(C1=C(C=CC=C1)NCC1=CC=NC=C1)=O (N-(3-Butyl-4,5-dihydro-isoxazol-5-ylmethoxy)-2-[(pyridin-4-ylmethyl)-amino]-benzamide). As a reaction SMILES: FC1C(O[C:9](=[O:24])[C:10]2[CH:15]=[CH:14][CH:13]=[CH:12][C:11]=2[NH:16][CH2:17][C:18]2[CH:23]=[CH:22][N:21]=[CH:20][CH:19]=2)=C(F)C(F)=C(F)C=1F.[CH2:29]([C:33]1[CH2:37][CH:36]([CH2:38][O:39][NH2:40])[O:35][N:34]=1)[CH2:30][CH2:31][CH3:32]>>[CH2:29]([C:33]1[CH2:37][CH:36]([CH2:38][O:39][NH:40][C:9](=[O:24])[C:10]2[CH:15]=[CH:14][CH:13]=[CH:12][C:11]=2[NH:16][CH2:17][C:18]2[CH:19]=[CH:20][N:21]=[CH:22][CH:23]=2)[O:35][N:34]=1)[CH2:30][CH2:31][CH3:32]. Procedure: Prepared by a similar method as described for example 415. Starting materials: 2-[(Pyridin-4-ylmethyl)-amino]-benzoic acid pentafluorophenyl ester (preparation 7C) and O-(3-butyl-4,5-dihydro-isoxazol-5-ylmethyl)-hydroxylamine (see preparation 91). Starting materials: CC1=CC=2C(C3=CC(=CC=C3C2C=C1)C)C(=O)O (2,7-dimethyl-9-fluorenecarboxylic acid). The solvent is C1CCOC1 (THF), C1CCOC1 (THF). Conditions: time 8 hour. The product is CC1=CC=2C(C3=CC(=CC=C3C2C=C1)C)CO (2,7-dimethyl-9-fluorenemethanol). Isolated yield 74.3%. RXN SMILES: [CH3:1][C:2]1[CH:14]=[CH:13][C:12]2[C:11]3[C:6](=[CH:7][C:8]([CH3:15])=[CH:9][CH:10]=3)[CH:5]([C:16](O)=[O:17])[C:4]=2[CH:3]=1>C1COCC1>[CH3:1][C:2]1[CH:14]=[CH:13][C:12]2[C:11]3[C:6](=[CH:7][C:8]([CH3:15])=[CH:9][CH:10]=3)[CH:5]([CH2:16][OH:17])[C:4]=2[CH:3]=1. Reported procedure: A solution of 2,7-dimethyl-9-fluorenecarboxylic acid (4.3 g, 18.0 mmol) in THF (100 mL) was charged with 1M THF solution of BH3 -THF complex (36.0 mL, 36.0 mmol) at 0° C. The reaction mixture was stirred overnight at room temperature then quenched with water (100 mL) and HCl (3 mL). After addition of ethyl acetate (50 mL) the organic layer was separated and washed with 10% potassium carbonate solution, water, brine, dried over magnesium sulfate and evaporated to afford 2,7-dimethyl-9-fluorenemet...